From a dataset of the Open Reaction Database (ORD), a public repository of structured organic reaction records. describe an organic reaction: reactants, conditions, products, and yield The reactants are C(=O)([O-])[O-].[Cs+].[Cs+] (Cs2CO3), C(#N)C1=CC2=C(N(C(=N2)C(C)(NS(=O)C(C)(C)C)C2=C3C=CN(C3=C(C=C2OC)C)C(=O)OC(C)(C)C)COCC[Si](C)(C)C)C=C1 ((±)-tert-butyl 4-(1-(5-cyano-1-((2-(trimethylsilyl)ethoxy)methyl)-1H-benzo[d]imidazol-2-yl)-1-(1,1-dimethylethylsulfinamido)ethyl)-5-methoxy-7-methyl-1H-indole-1-carboxylate), C(#N)C=1C=CC2=C(N(C(=N2)C(C)(NS(=O)C(C)(C)C)C2=C3C=CN(C3=C(C=C2OC)C)C(=O)OC(C)(C)C)COCC[Si](C)(C)C)C1 ((±)-tert-butyl 4-(1-(6-cyano-1-((2-(trimethylsilyl)ethoxy)methyl)-1H-benzo[d]imidazol-2-yl)-1-(1,1-dimethylethylsulfinamido)ethyl)-5-methoxy-7-methyl-1H-indole-1-carboxylate), Cl (HCl), CO (MeOH). Conditions: temperature 60 celsius, time 2 hour. The product is NC(C)(C1=C2C=CNC2=C(C=C1OC)C)C1=NC2=C(N1)C=CC(=C2)C#N ((±)-2-(1-Amino-1-(5-methoxy-7-methyl-1H-indol-4-yl)ethyl)-1H-benzo[d]imidazole-5-carbonitrile). RXN SMILES: [C:1]([C:3]1[CH:47]=[CH:46][C:6]2[N:7](COCC[Si](C)(C)C)[C:8]([C:10]([C:19]3[C:27]([O:28][CH3:29])=[CH:26][C:25]([CH3:30])=[C:24]4[C:20]=3[CH:21]=[CH:22][N:23]4C(OC(C)(C)C)=O)([NH:12]S(C(C)(C)C)=O)[CH3:11])=[N:9][C:5]=2[CH:4]=1)#[N:2].C(C1C=CC2N=C(C(C3C(OC)=CC(C)=C4C=3C=CN4C(OC(C)(C)C)=O)(NS(C(C)(C)C)=O)C)N(COCC[Si](C)(C)C)C=2C=1)#N.Cl.CO.C([O-])([O-])=O.[Cs+].[Cs+]>>[NH2:12][C:10]([C:8]1[NH:7][C:6]2[CH:46]=[CH:47][C:3]([C:1]#[N:2])=[CH:4][C:5]=2[N:9]=1)([C:19]1[C:27]([O:28][CH3:29])=[CH:26][C:25]([CH3:30])=[C:24]2[C:20]=1[CH:21]=[CH:22][NH:23]2)[CH3:11] |f:4.5.6|. Procedure details: To a mixture of (±)-tert-butyl 4-(1-(5-cyano-1-((2-(trimethylsilyl)ethoxy)methyl)-1H-benzo[d]imidazol-2-yl)-1-(1,1-dimethylethylsulfinamido)ethyl)-5-methoxy-7-methyl-1H-indole-1-carboxylate and (±)-tert-butyl 4-(1-(6-cyano-1-((2-(trimethylsilyl)ethoxy)methyl)-1H-benzo[d]imidazol-2-yl)-1-(1,1-dimethylethylsulfinamido)ethyl)-5-methoxy-7-methyl-1H-indole-1-carboxylate (0.52 g, 0.76 mmol) was added 1.25 M HCl in MeOH (6.12 mL, 7.65 mmol) and heated at 60° C. for 30 minutes. The reaction was concentr... Starting materials: [Cl-], Fc1ccc(Br)cc1, [Mg], [NH4+], C1CCOC1. Yields the product [Br-], Fc1ccc([Mg+])cc1. As a reaction SMILES: [Cl-:10].[F:1][c:2]1[cH:3][cH:4][c:5]([Br:8])[cH:6][cH:7]1.[Mg:9].[NH4+:11].[O:12]1[CH2:13][CH2:14][CH2:15][CH2:16]1>>[Br-:8].[F:1][c:2]1[cH:3][cH:4][c:5]([Mg+:9])[cH:6][cH:7]1.